From a dataset of the Open Reaction Database (ORD), a public repository of structured organic reaction records. describe an organic reaction: reactants, conditions, products, and yield Starting materials: CSC(=S)NCCNC(C)=O, CCO, NN, O. Product: CC(=O)NCCNC(=S)NN. As a reaction SMILES: [C:1]([CH3:2])(=[O:3])[NH:4][CH2:5][CH2:6][NH:7][C:8]([S:9][CH3:10])=[S:11].[CH3:15][CH2:16][OH:17].[NH2:13][NH2:14].[OH2:12]>>[C:1]([CH3:2])(=[O:3])[NH:4][CH2:5][CH2:6][NH:7][C:8](=[S:11])[NH:13][NH2:14]. The reactants are C(#N)[BH3-].[Na+] (sodium cyanoborohydride), CN1C(=NC=C1)C=O (1-methyl-2-imidazole carboxaldehyde), [BH4-].[Na+] (sodium borohydride), C(OC)(OC)OC (trimethyl orthoformate), N1C(=NC=C1)C=O (2-imidazole carboxaldehyde), [Cl-].[NH4+] (ammonium chloride), NCC1=CC2=CC=C(C=C2C=C1)CCCN(CCC)CCC (2-aminomethyl-6-(3-dipropylaminopropyl)naphthalene). The solvent is C(C)(=O)O (acetic acid), CO (methanol), CO (methanol). Reaction conditions: time 2 hour. Product: N1C(=NC=C1)CN(CC=1N(C=CN1)C)CC1=CC2=CC=C(C=C2C=C1)CCCN(CCC)CCC (2-{[(1H-imidazol-2-ylmethyl)-(1-methyl-1H-imidazol-2-ylmethyl)-amino]-methyl}-6-(3-dipropylaminopropyl)-naphtalene). RXN SMILES: [NH2:1][CH2:2][C:3]1[CH:12]=[CH:11][C:10]2[C:5](=[CH:6][CH:7]=[C:8]([CH2:13][CH2:14][CH2:15][N:16]([CH2:20][CH2:21][CH3:22])[CH2:17][CH2:18][CH3:19])[CH:9]=2)[CH:4]=1.C(OC)(OC)OC.[NH:30]1[CH:34]=[CH:33][N:32]=[C:31]1[CH:35]=O.[BH4-].[Na+].[Cl-].[NH4+].C([BH3-])#N.[Na+].[CH3:45][N:46]1[CH:50]=[CH:49][N:48]=[C:47]1[CH:51]=O>CO.C(O)(=O)C>[NH:30]1[CH:34]=[CH:33][N:32]=[C:31]1[CH2:35][N:1]([CH2:2][C:3]1[CH:12]=[CH:11][C:10]2[C:5](=[CH:6][CH:7]=[C:8]([CH2:13][CH2:14][CH2:15][N:16]([CH2:20][CH2:21][CH3:22])[CH2:17][CH2:18][CH3:19])[CH:9]=2)[CH:4]=1)[CH2:51][C:47]1[N:46]([CH3:45])[CH:50]=[CH:49][N:48]=1 |f:3.4,5.6,7.8|. Procedure details: The compound (280 mg) obtained in Example 121-11 was dissolved in anhydrous methanol (5.0 ml) and added with trimethyl orthoformate (0.154 ml) and 2-imidazole carboxaldehyde (90.1 mg), followed by stirring at room temperature for 2 hours under a nitrogen atmosphere. Subsequently, the solution was added with sodium borohydride (53.3 mg) in an ice bath and stirred at room temperature for 30 minutes. After completion of the reaction, a saturated aqueous ammonium chloride solution was added to the s... Starting materials: [Br-], N#CC(Br)c1ccccc1, C1CCOC1, O, S=C=S, [Mg+]c1ccccc1. The product is N#CC(SC(=S)c1ccccc1)c1ccccc1. As a reaction SMILES: [Br-:1].[Br:12][CH:13]([C:14]#[N:15])[c:16]1[cH:17][cH:18][cH:19][cH:20][cH:21]1.[CH2:23]1[O:24][CH2:25][CH2:26][CH2:27]1.[OH2:22].[S:9]=[C:10]=[S:11].[c:2]1([Mg+:8])[cH:3][cH:4][cH:5][cH:6][cH:7]1>>[c:2]1([C:10](=[S:9])[S:11][CH:13]([C:14]#[N:15])[c:16]2[cH:17][cH:18][cH:19][cH:20][cH:21]2)[cH:3][cH:4][cH:5][cH:6][cH:7]1.